Dataset: the Open Reaction Database (ORD), a public repository of structured organic reaction records. Task: describe an organic reaction: reactants, conditions, products, and yield Reactants: BrC1=CC=C2C(=CC=NC2=C1)NC1=C(C(=O)O)C=CC=C1 (2-(7-Bromo-4-quinolylamino)benzoic acid), acid chloride, C(C)N(C1CCNCC1)CC (4-diethylamino piperidine). The product is BrC1=CC=C2C(=CC=NC2=C1)NC1=C(C(=O)N2CCC(CC2)N(CC)CC)C=CC=C1 (1-[2-(7-Bromo-4-quinolylamino)-benzoyl]-4-diethylamino piperidine). As a reaction SMILES: [Br:1][C:2]1[CH:11]=[C:10]2[C:5]([C:6]([NH:12][C:13]3[CH:21]=[CH:20][CH:19]=[CH:18][C:14]=3[C:15]([OH:17])=O)=[CH:7][CH:8]=[N:9]2)=[CH:4][CH:3]=1.[CH2:22]([N:24]([CH2:31][CH3:32])[CH:25]1[CH2:30][CH2:29][NH:28][CH2:27][CH2:26]1)[CH3:23]>>[Br:1][C:2]1[CH:11]=[C:10]2[C:5]([C:6]([NH:12][C:13]3[CH:21]=[CH:20][CH:19]=[CH:18][C:14]=3[C:15]([N:28]3[CH2:29][CH2:30][CH:25]([N:24]([CH2:31][CH3:32])[CH2:22][CH3:23])[CH2:26][CH2:27]3)=[O:17])=[CH:7][CH:8]=[N:9]2)=[CH:4][CH:3]=1. Procedure: 2-(7-Bromo-4-quinolylamino)benzoic acid is converted to the acid chloride which is reacted with 4-diethylamino piperidine as in Example 1 to give the title compound. The reactants are CCc1nc2c(cnn2CC)c(NC2CCOCC2)c1CNC(=O)c1ccc(CCCCCNCC(O[Si](C)(C)C(C)(C)C)c2ccc(O)c3[nH]c(=O)ccc23)cc1, [N-]=[N+]=NCC(O)c1ccc(OCc2ccccc2)c2[nH]c(=O)ccc12. The product is CCc1nc2c(cnn2CC)c(NC2CCOCC2)c1CNC(=O)c1ccc(CCCCCNCC(O)c2ccc(O)c3[nH]c(=O)ccc23)cc1. Reaction SMILES: [C:26]([Si:27]([CH3:28])([CH3:29])[O:31][CH:32]([CH2:33][NH:34][CH2:35][CH2:36][CH2:37][CH2:38][CH2:39][c:40]1[cH:41][cH:42][c:43]([C:44](=[O:45])[NH:46][CH2:47][c:48]2[c:49]([NH:61][CH:62]3[CH2:63][CH2:64][O:65][CH2:66][CH2:67]3)[c:50]3[c:51]([n:52][c:53]2[CH2:54][CH3:55])[n:56]([CH2:59][CH3:60])[n:57][cH:58]3)[cH:68][cH:69]1)[c:70]1[c:71]2[cH:72][cH:73][c:74](=[O:81])[nH:75][c:76]2[c:77]([OH:80])[cH:78][cH:79]1)([CH3:30])([CH3:82])[CH3:83].[N:1]([CH2:2][CH:3]([c:4]1[cH:5][cH:6][c:7]([O:8][CH2:9][c:10]2[cH:11][cH:12][cH:13][cH:14][cH:15]2)[c:16]2[c:17]1[cH:18][cH:19][c:20](=[O:21])[nH:22]2)[OH:23])=[N+:24]=[N-:25]>>[OH:31][CH:32]([CH2:33][NH:34][CH2:35][CH2:36][CH2:37][CH2:38][CH2:39][c:40]1[cH:41][cH:42][c:43]([C:44](=[O:45])[NH:46][CH2:47][c:48]2[c:49]([NH:61][CH:62]3[CH2:63][CH2:64][O:65][CH2:66][CH2:67]3)[c:50]3[c:51]([n:52][c:53]2[CH2:54][CH3:55])[n:56]([CH2:59][CH3:60])[n:57][cH:58]3)[cH:68][cH:69]1)[c:70]1[c:71]2[cH:72][cH:73][c:74](=[O:81])[nH:75][c:76]2[c:77]([OH:80])[cH:78][cH:79]1. The reactants are N#CBr (cyanogen bromide), solid, C([O-])([O-])=O.[K+].[K+] (potassium carbonate), N1C(=NC=C1)CC1=C(C=CC=C1)NC(=S)N1CCN(CC1)C(=O)OCC (1-[2-(2-imidazolylmethyl)-phenylthiocarbamoyl]-4-ethoxycarbonylpiperazine). Solvent: C(C)#N (acetonitrile), C(C)#N (acetonitrile). Product: C(C)OC(=O)N1CCN(CC1)C1=NC2=C(CC=3N1C=CN3)C=CC=C2 (5-(4-ethoxycarbonyl-1-piperazinyl)-11H-imidazo[1,2-c][1,3]benzodiazepine). As a reaction SMILES: [NH:1]1[CH:5]=[CH:4][N:3]=[C:2]1[CH2:6][C:7]1[CH:12]=[CH:11][CH:10]=[CH:9][C:8]=1[NH:13][C:14]([N:16]1[CH2:21][CH2:20][N:19]([C:22]([O:24][CH2:25][CH3:26])=[O:23])[CH2:18][CH2:17]1)=S.C(=O)([O-])[O-].[K+].[K+].N#CBr>C(#N)C>[CH2:25]([O:24][C:22]([N:19]1[CH2:20][CH2:21][N:16]([C:14]2[N:3]3[CH:4]=[CH:5][N:1]=[C:2]3[CH2:6][C:7]3[CH:12]=[CH:11][CH:10]=[CH:9][C:8]=3[N:13]=2)[CH2:17][CH2:18]1)=[O:23])[CH3:26] |f:1.2.3|. Procedure details: To a solution of 8.9 g of 1-[2-(2-imidazolylmethyl)-phenylthiocarbamoyl]-4-ethoxycarbonylpiperazine in 70 ml of acetonitrile, cooled to 0°, was added 2.4 g of solid potassium carbonate while stirring, followed by dropwise addition of a solution of 2.5 g of cyanogen bromide in 10 ml of acetonitrile; the mixture was allowed to warm up to room temperature overnight. The solids were filtered off, washed with ethyl acetate, and the filtrate was evaporated to dryness. The residue was dissolved in meth...